Dataset: the Open Reaction Database (ORD), a public repository of structured organic reaction records. Task: describe an organic reaction: reactants, conditions, products, and yield Starting materials: C(C)(=O)OCC (ethyl acetate), COC1=C(C=CC(=C1)OC)C=1C(OC2=CC(=CC=C2C1CCOC)C#N)=O (3-(2,4-Dimethoxy-phenyl)-4-(2-methoxy-ethyl)-2-oxo-2H-chromene-7-carbonitrile), O (water), B(Br)(Br)Br (BBr3). Run in C(Cl)Cl (CH2Cl2). Conditions: temperature -30 celsius, time 4 hour. Yields the product OC1=C(C=CC(=C1)O)C=1C(OC2=CC(=CC=C2C1C=C)C#N)=O (3-(2,4-Dihydroxy-phenyl)-2-oxo-4-vinyl-2H-chromene-7-carbonitrile). RXN SMILES: C[O:2][C:3]1[CH:8]=[C:7]([O:9]C)[CH:6]=[CH:5][C:4]=1[C:11]1[C:12](=[O:27])[O:13][C:14]2[C:19]([C:20]=1[CH2:21][CH2:22]OC)=[CH:18][CH:17]=[C:16]([C:25]#[N:26])[CH:15]=2.B(Br)(Br)Br.O.C(OCC)(=O)C>C(Cl)Cl>[OH:2][C:3]1[CH:8]=[C:7]([OH:9])[CH:6]=[CH:5][C:4]=1[C:11]1[C:12](=[O:27])[O:13][C:14]2[C:19]([C:20]=1[CH:21]=[CH2:22])=[CH:18][CH:17]=[C:16]([C:25]#[N:26])[CH:15]=2. Procedure: 3-(2,4-Dimethoxy-phenyl)-4-(2-methoxy-ethyl)-2-oxo-2H-chromene-7-carbonitrile (380 mg, 1.04 mmol) was dissolved in CH2Cl2 (12 mL) at room temperature in a 200 ml round bottom flask. The reaction mixture was then cooled to −30° C., and BBr3 (1.8 ml) was added, then the reaction mixture was stirred at room temperature for 4 h. The reaction mixture was cooled to 0° C. and water (40 mL) was added, followed by ethyl acetate (50 mL). The reaction mixture was then poured into a separation funnel. The o... The reactants are C(C)(=O)OCC (Ethyl acetate), Formylamidine acetate, C(C)OC1=CC(=NN1)NC1=NC(=CC=C1[N+](=O)[O-])N[C@@H](C)C1=NC=C(C=N1)F (N2-(5-Ethoxy-1H-pyrazol-3-yl)-N6-[(1S)-1-(5-fluoropyrimidin-2-yl)ethyl]-3-nitropyridine-2,6-diamine), C(C)OC1=CC(=NN1)NC1=NC(=CC=C1[N+](=O)[O-])N[C@@H](C)C1=NC=C(C=N1)F (N2-(5-Ethoxy-1H-pyrazol-3-yl)-N6-[(1S)-1-(5-fluoropyrimidin-2-yl)ethyl]-3-nitropyridine-2,6-diamine), C(C)O (ethanol). The reagents and catalysts are [Pd] (Pd—C). Solvent: [Cl-].[Na+].O (brine). Product: C(C)OC1=CC(=NN1)N1C=NC=2C1=NC(=CC2)N[C@@H](C)C2=NC=C(C=N2)F (3-(5-Ethoxy-1H-pyrazol-3-yl)-N-[(1S)-1-(5-fluoropyrimidin-2-yl)ethyl]-3H-imidazo[4,5-b]pyridin-5-amine). Reaction SMILES: [CH2:1]([O:3][C:4]1[NH:8][N:7]=[C:6]([NH:9][C:10]2[C:15]([N+:16]([O-])=O)=[CH:14][CH:13]=[C:12]([NH:19][C@H:20]([C:22]3[N:27]=[CH:26][C:25]([F:28])=[CH:24][N:23]=3)[CH3:21])[N:11]=2)[CH:5]=1)[CH3:2].[CH2:29](O)C.C(OCC)(=O)C>[Cl-].[Na+].O.[Pd]>[CH2:1]([O:3][C:4]1[NH:8][N:7]=[C:6]([N:9]2[C:10]3=[N:11][C:12]([NH:19][C@H:20]([C:22]4[N:27]=[CH:26][C:25]([F:28])=[CH:24][N:23]=4)[CH3:21])=[CH:13][CH:14]=[C:15]3[N:16]=[CH:29]2)[CH:5]=1)[CH3:2] |f:3.4.5|. Procedure details: N2-(5-Ethoxy-1H-pyrazol-3-yl)-N6-[(1S)-1-(5-fluoropyrimidin-2-yl)ethyl]-3-nitropyridine-2,6-diamine (Intermediate 28, 0.3 g) was dissolved into ethanol (20 mL) with Pd—C (90 mg) and a hydrogen inlet. The mixture was stirred at room temperature until no starting material was detected with TLC or LCMS. Formylamidine acetate (0.5 g) was added to the filtrate after the filtration of resulting mixture. The mixture was stirred at 85° C. for 4 hours. Ethyl acetate (40 mL) was added into the resulting m... Starting materials: BrC1=CC(=C(C=O)C=C1)O (4-bromo-2-hydroxybenzaldehyde), C(C=C)#N (acrylonitrile), C1CN2CCN1CC2 (DABCO). Solvent: C(C)(=O)OCC (ethyl acetate). The product is BrC1=CC=C2C=C(COC2=C1)C#N (7-bromo-2H-chromene-3-carbonitrile). Reaction SMILES: [Br:1][C:2]1[CH:9]=[CH:8][C:5]([CH:6]=O)=[C:4]([OH:10])[CH:3]=1.[C:11](#[N:14])[CH:12]=[CH2:13].C1N2CCN(CC2)C1>C(OCC)(=O)C>[Br:1][C:2]1[CH:3]=[C:4]2[C:5]([CH:6]=[C:12]([C:11]#[N:14])[CH2:13][O:10]2)=[CH:8][CH:9]=1. Procedure details: A mixture of 4-bromo-2-hydroxybenzaldehyde (20 g), acrylonitrile (26.4 g) and DABCO (0.78 g) was heated at reflux for 8 hours. After cooling, the reaction mixture was diluted with ethyl acetate and washed with water. The organic phase was concentrated and the residue was filtered through silica gel. The 7-bromo-2H-chromene-3-carbonitrile thus obtained (7.5 g) was boiled at reflux with sodium hydroxide solution (10.2 g of sodium hydroxide in 100 ml of water) for 8 hours. The cooled reaction mixtu... Starting materials: COC([C@H](CC1=CC(=C(C=C1)OCC1=CC=CC=C1)OC(NCC)=O)NC(=O)OC(C)(C)C)=O ((S)-3-(4-Benzyloxy-3-ethylcarbamoyloxy-phenyl)-2-tert-butoxycarbonylamino-propionic acid methyl ester), Cl (HCl). The reagents and catalysts are [C].[Pd] (palladium-carbon). Run in O1CCOCC1 (dioxane), CO (methanol), [H][H] (hydrogen). Conditions: time 8 hour. Yields the product [Cl-].C(C)NC(=O)OC=1C=C(C=CC1O)C[C@@H](C(=O)OC)[NH3+] ((S)-2-(3-Ethylcarbamoyloxy-4-hydroxy-phenyl)-1-methoxycarbonyl-ethyl-ammonium chloride). As a reaction SMILES: [CH3:1][O:2][C:3](=[O:34])[C@@H:4]([NH:26]C(OC(C)(C)C)=O)[CH2:5][C:6]1[CH:11]=[CH:10][C:9]([O:12]CC2C=CC=CC=2)=[C:8]([O:20][C:21](=[O:25])[NH:22][CH2:23][CH3:24])[CH:7]=1.[ClH:35]>O1CCOCC1.CO.[H][H].[C].[Pd]>[Cl-:35].[CH2:23]([NH:22][C:21]([O:20][C:8]1[CH:7]=[C:6]([CH2:5][C@H:4]([NH3+:26])[C:3]([O:2][CH3:1])=[O:34])[CH:11]=[CH:10][C:9]=1[OH:12])=[O:25])[CH3:24] |f:5.6,7.8|. Procedure details: (S)-3-(4-Benzyloxy-3-ethylcarbamoyloxy-phenyl)-2-tert-butoxycarbonylamino-propionic acid methyl ester (220 mg) was dissolved in 4M HCl in dioxane (3 ml) and the solution was left at room temperature for ca 2 hr. Evaporation of solvent gave a white solid which was redissolved in methanol (5 ml) and hydrogenated at 1 atmosphere of hydrogen gas over 5% palladium-carbon (44 mg). After stirring overnight at room temperature the catalyst was removed by filtration and washed with methanol. Evaporation ... The reactants are CC(=O)OCc1cc(O)cc(C)c1-c1cccc(CO)c1, O=C([O-])[O-], Cc1ccc(S(=O)(=O)OCCCS(C)(=O)=O)cc1, CN(C)C=O, [K+], [K+], O. Product: CC(=O)OCc1cc(OCCCS(C)(=O)=O)cc(C)c1-c1cccc(CO)c1. RXN SMILES: [C:1]([CH3:2])(=[O:3])[O:4][CH2:5][c:6]1[c:7](-[c:14]2[cH:15][c:16]([CH2:20][OH:21])[cH:17][cH:18][cH:19]2)[c:8]([CH3:13])[cH:9][c:10]([OH:12])[cH:11]1.[C:40](=[O:41])([O-:42])[O-:43].[CH3:22][c:23]1[cH:24][cH:25][c:26]([S:27]([O:28][CH2:33][CH2:34][CH2:35][S:36](=[O:37])(=[O:38])[CH3:39])(=[O:29])=[O:30])[cH:31][cH:32]1.[CH3:47][N:48]([CH3:49])[CH:50]=[O:51].[K+:44].[K+:45].[OH2:46]>>[C:1]([CH3:2])(=[O:3])[O:4][CH2:5][c:6]1[c:7](-[c:14]2[cH:15][c:16]([CH2:20][OH:21])[cH:17][cH:18][cH:19]2)[c:8]([CH3:13])[cH:9][c:10]([O:12][CH2:33][CH2:34][CH2:35][S:36](=[O:37])(=[O:38])[CH3:39])[cH:11]1. Reactants: NC1=C(C=C(C=C1)OC1CCC1)C=1C=C(C(=O)N[C@H]2CCCC3=CC=CC=C23)C=CN1 ((S)-2-(2-amino-5-cyclobutoxyphenyl)-N-(1,2,3,4-tetrahydronaphthalen-1-yl)isonicotinamide), C1(CCCC1)O (cyclopentanol). The product is NC1=C(C=C(C=C1)OC1CCCC1)C=1C=C(C(=O)N[C@H]2CCCC3=CC=CC=C23)C=CN1 ((S)-2-(2-amino-5-(cyclopentyloxy)phenyl)-N-(1,2,3,4-tetrahydronaphthalen-1-yl)isonicotinamide). As a reaction SMILES: [NH2:1][C:2]1[CH:7]=[CH:6][C:5]([O:8][CH:9]2[CH2:12][CH2:11][CH2:10]2)=[CH:4][C:3]=1[C:13]1[CH:14]=[C:15]([CH:29]=[CH:30][N:31]=1)[C:16]([NH:18][C@@H:19]1[C:28]2[C:23](=[CH:24][CH:25]=[CH:26][CH:27]=2)[CH2:22][CH2:21][CH2:20]1)=[O:17].[CH:32]1(O)CCCC1>>[NH2:1][C:2]1[CH:7]=[CH:6][C:5]([O:8][CH:9]2[CH2:10][CH2:32][CH2:11][CH2:12]2)=[CH:4][C:3]=1[C:13]1[CH:14]=[C:15]([CH:29]=[CH:30][N:31]=1)[C:16]([NH:18][C@@H:19]1[C:28]2[C:23](=[CH:24][CH:25]=[CH:26][CH:27]=2)[CH2:22][CH2:21][CH2:20]1)=[O:17]. Procedure: This intermediate was prepared according to the procedure described for the synthesis of (S)-2-(2-amino-5-cyclobutoxyphenyl)-N-(1,2,3,4-tetrahydronaphthalen-1-yl)isonicotinamide Example 132, using cyclopentanol in place of cyclobutanol.